From a dataset of the Open Reaction Database (ORD), a public repository of structured organic reaction records. describe an organic reaction: reactants, conditions, products, and yield Reactants: C(Cl)Cl (methylene chloride), ClC=1C(=NC(=C(C1NN)Cl)Cl)C(=O)O (3,5,6-trichloro-4-hydrazinopicolinic acid), [OH-].[Na+] (sodium hydroxide), Cl (hydrochloric acid), [OH-].[Na+] (sodium hydroxide). Solvent: O (water), O (water), O (water). The product is ClC=1C(=NC(=CC1)Cl)C(=O)O (3,6-dichloropicolinic acid). Isolated yield 62.0%. Reaction SMILES: [Cl:1][C:2]1[C:3]([C:12]([OH:14])=[O:13])=[N:4][C:5]([Cl:11])=[C:6](Cl)[C:7]=1NN.[OH-].[Na+].C(Cl)Cl.Cl>O>[Cl:1][C:2]1[C:3]([C:12]([OH:14])=[O:13])=[N:4][C:5]([Cl:11])=[CH:6][CH:7]=1 |f:1.2|. Procedure: To a reaction flask containing 400 milliliters of water was added 30 grams (0.11 mole) of 3,5,6-trichloro-4-hydrazinopicolinic acid and 4.5 grams (0.11 mole) of sodium hydroxide dissolved in 25 milliliters of water. The reaction was heated to reflux and maintained under reflux while an additional 4.5 grams of sodium hydroxide dissolved in 25 milliliters of water was added dropwise over 50 minutes. The resulting solution was thereafter heated an additional 45 minutes under reflux and cooled to ro...